From a dataset of the Open Reaction Database (ORD), a public repository of structured organic reaction records. describe an organic reaction: reactants, conditions, products, and yield Reactants: O=C([O-])O, CCOc1cc([N+](=O)[O-])ccc1C#N, CCO, [Na+], O, O, Cl[Sn]Cl. Product: CCOc1cc(N)ccc1C#N. As a reaction SMILES: [C:20](=[O:21])([O-:22])[OH:23].[CH2:1]([CH3:2])[O:3][c:4]1[c:5]([C:6]#[N:7])[cH:8][cH:9][c:10]([N+:12]([O-:13])=[O:14])[cH:11]1.[CH3:25][CH2:26][OH:27].[Na+:24].[OH2:15].[OH2:16].[Sn:17]([Cl:18])[Cl:19]>>[CH2:1]([CH3:2])[O:3][c:4]1[c:5]([C:6]#[N:7])[cH:8][cH:9][c:10]([NH2:12])[cH:11]1.